This data is from the Open Reaction Database (ORD), a public repository of structured organic reaction records. The task is: describe an organic reaction: reactants, conditions, products, and yield Product: O.[Br-].C(C)N(C1=CC=C(C=CC2=[N+](C=C(C=C2)CC)CCC)C=C1)CC.C(C)N(CC)C1=CC=C(C=CC2=[N+](C=C(C=C2)CC)CCC)C=C1.[Br-] (2-[4-(diethylamino)styryl]-5-ethyl-1-propylpyridinium bromide hemihydrate). RXN SMILES: [Br-:1].[CH2:2]([C:4]1[CH:5]=[CH:6][C:7]([CH3:13])=[N+:8]([CH2:10][CH2:11][CH3:12])[CH:9]=1)[CH3:3].[CH2:14]([N:16]([CH2:25][CH3:26])[C:17]1[CH:24]=[CH:23][C:20]([CH:21]=[O:22])=[CH:19][CH:18]=1)[CH3:15].N1CCCCC1.C(OC(C)C)(C)C>CO.C(O)(C)C.CCOCC>[OH2:22].[Br-:1].[CH2:25]([N:16]([CH2:14][CH3:15])[C:17]1[CH:24]=[CH:23][C:20]([CH:21]=[CH:13][C:7]2[CH:6]=[CH:5][C:4]([CH2:2][CH3:3])=[CH:9][N+:8]=2[CH2:10][CH2:11][CH3:12])=[CH:19][CH:18]=1)[CH3:26].[CH2:14]([N:16]([C:17]1[CH:18]=[CH:19][C:20]([CH:21]=[CH:13][C:7]2[CH:6]=[CH:5][C:4]([CH2:2][CH3:3])=[CH:9][N+:8]=2[CH2:10][CH2:11][CH3:12])=[CH:23][CH:24]=1)[CH2:25][CH3:26])[CH3:15].[Br-:1] |f:0.1,8.9.10.11.12|. Yield: 12.9%. The reactants are C(C)(C)OC(C)C (isopropyl ether), [Br-].C(C)C=1C=CC(=[N+](C1)CCC)C (5-Ethyl-2-methyl-1-propylpyridinium bromide), C(C)N(C1=CC=C(C=O)C=C1)CC (4-diethylaminobenzaldehyde), N1CCCCC1 (piperidine). Solvent: CCOCC (ether), C(C)(C)O (isopropanol), CCOCC (ether), CO (methanol), C(C)(C)O (isopropanol). Reported procedure: 5-Ethyl-2-methyl-1-propylpyridinium bromide (7.32 g, 0.03 mole) and 4-diethylaminobenzaldehyde (7.0 g, 0.04 mole) were refluxed for four hours in methanol (50 ml) in the presence of piperidine (1 ml) under nitrogen. On cooling and addition of ether no precipitate was obtained. The solution was evaporated to give a red oil which was dissolved in isopropanol and twice the volume of ether was added, when a red crystalline solid was obtained (5.4 g). 2 Grams were re-dissolved in isopropanol and isop...